This data is from the Open Reaction Database (ORD), a public repository of structured organic reaction records. The task is: describe an organic reaction: reactants, conditions, products, and yield Product: C1(CC1)N(CCCNC1=C(C=C(C=C1)S(=O)(=O)N)[N+](=O)[O-])CC(F)(F)F (4-(3-(cyclopropyl(2,2,2-trifluoroethyl)amino)propylamino)-3-nitrobenzenesulfonamide). Reported procedure: To a solution of EXAMPLE 308A (314 mg) in dichloromethane (6 mL) was added 2,2,2-trifluoroethyl trifluoromethanesulfonate (255 mg) and N,N-diisopropylethylamine (258 mg). The mixture was stirred overnight. The mixture was diluted with dichloromethane (300 mL) and washed with aqueous NaHCO3, water, brine and dried over Na2SO4. Filtration and evaporation of solvent gave the title compound. The solvent is ClCCl (dichloromethane), ClCCl (dichloromethane). The reactants are C1(CC1)NCCCNC1=C(C=C(C=C1)S(=O)(=O)N)[N+](=O)[O-] (4-(3-(cyclopropylamino)propylamino)-3-nitrobenzenesulfonamide), FC(S(=O)(=O)OCC(F)(F)F)(F)F (2,2,2-trifluoroethyl trifluoromethanesulfonate), C(C)(C)N(C(C)C)CC (N,N-diisopropylethylamine). As a reaction SMILES: [CH:1]1([NH:4][CH2:5][CH2:6][CH2:7][NH:8][C:9]2[CH:14]=[CH:13][C:12]([S:15]([NH2:18])(=[O:17])=[O:16])=[CH:11][C:10]=2[N+:19]([O-:21])=[O:20])[CH2:3][CH2:2]1.FC(F)(F)S(O[CH2:28][C:29]([F:32])([F:31])[F:30])(=O)=O.C(N(CC)C(C)C)(C)C>ClCCl>[CH:1]1([N:4]([CH2:28][C:29]([F:32])([F:31])[F:30])[CH2:5][CH2:6][CH2:7][NH:8][C:9]2[CH:14]=[CH:13][C:12]([S:15]([NH2:18])(=[O:16])=[O:17])=[CH:11][C:10]=2[N+:19]([O-:21])=[O:20])[CH2:3][CH2:2]1. Run at time 8 hour. The reactants are CC1([C@H]([C@H]1C(=O)O)C=C(Cl)Cl)C (cis-trans-permethric acid). The solvent is C1=CC=CC=C1 (benzene). The product is CC1([C@@H]([C@@H]1C(=O)O)C=C(Cl)Cl)C (cis-permethric acid). Reaction SMILES: [CH3:1][C:2]1([CH3:12])[C@H:4]([C:5]([OH:7])=[O:6])[C@@H:3]1[CH:8]=[C:9]([Cl:11])[Cl:10]>C1C=CC=CC=1>[CH3:1][C:2]1([CH3:12])[C@@H:4]([C:5]([OH:7])=[O:6])[C@H:3]1[CH:8]=[C:9]([Cl:10])[Cl:11]. Reported procedure: 100 g. of dl-cis-trans-permethric acid (consisting of 40% cis and 60% trans isomer) were stirred with 400 ml. of benzene at 27° for one hour, then the suspension was filtered. The solid product, i.e. 31 g. of permethric acid consisting of 79% cis and 21% trans isomer was worked up according to the Example (4b) for obtaining racemic cis-permethric acid. The benzene solution was evaporated to give 67.2 g. of a mixture consisting of 23% cis and 77% trans isomer which was then stirred together with ... Reaction SMILES: [Cl:1][C:2]1[CH:7]=[CH:6][C:5]([C:8]2[N:12]([C:13]3[CH:18]=[CH:17][CH:16]=[CH:15][CH:14]=3)[N:11]=[C:10]([CH2:19][CH2:20][CH:21]=O)[CH:9]=2)=[CH:4][CH:3]=1.[CH3:23][C:24]1[CH:29]=[C:28]([CH3:30])[CH:27]=[CH:26][C:25]=1[N:31]1[CH2:36][CH2:35][NH:34][CH2:33][CH2:32]1.CCN(C(C)C)C(C)C.[BH-](OC(C)=O)(OC(C)=O)OC(C)=O.[Na+]>>[Cl:1][C:2]1[CH:7]=[CH:6][C:5]([C:8]2[N:12]([C:13]3[CH:18]=[CH:17][CH:16]=[CH:15][CH:14]=3)[N:11]=[C:10]([CH2:19][CH2:20][CH2:21][N:34]3[CH2:35][CH2:36][N:31]([C:25]4[CH:26]=[CH:27][C:28]([CH3:30])=[CH:29][C:24]=4[CH3:23])[CH2:32][CH2:33]3)[CH:9]=2)=[CH:4][CH:3]=1 |f:3.4|. The product is ClC1=CC=C(C=C1)C1=CC(=NN1C1=CC=CC=C1)CCCN1CCN(CC1)C1=C(C=C(C=C1)C)C (1-(3-(5-(4-chlorophenyl)-1-phenyl-1H-pyrazol-3-yl)propyl)-4-(2,4-dimethylphenyl)piperazine). Reported procedure: 99 mg (74%) of target compound was obtained by using a method same as in Example 1 by using 3-(5-(4-chlorophenyl)-1-phenyl-1H-pyrazol-3-yl)-propanal (80 mg, 0.257 mmol), 1-(2,4-dimethylphenyl)piperazine (49 mg, 0.257 mmol), DIPEA (0.070 mL, 0.386 mmol) and NaBH(OAc)3 (163 mg, 0.771 mmol). The reactants are ClC1=CC=C(C=C1)C1=CC(=NN1C1=CC=CC=C1)CCC=O (3-(5-(4-chlorophenyl)-1-phenyl-1H-pyrazol-3-yl)-propanal), [BH-](OC(=O)C)(OC(=O)C)OC(=O)C.[Na+] (NaBH(OAc)3), CC1=C(C=CC(=C1)C)N1CCNCC1 (1-(2,4-dimethylphenyl)piperazine), CCN(C(C)C)C(C)C (DIPEA). Reactants: CS(=O)(=O)OCCC1(CN(CC1)C(C1=CC=CC=C1)=O)C1=CC(=C(C=C1)Cl)Cl (2-[1-Benzoyl-3-(3,4-dichloro-phenyl)-pyrrolidin-3-yl]ethyl methanesulfonate), Cl.C1(=CC=CC=C1)C1(CCNCC1)C(=O)N (4-phenyl-piperidine-4-carboxylic acid amide hydrochloride), C(=O)(O)[O-].[Na+] (NaHCO3). Solvent: C1CCOC1 (THF). Product: ClC=1C=C(C=CC1Cl)C1(CN(CC1)C(C1=CC=CC=C1)=O)CCN1CCC(CC1)(C(=O)N)C1=CC=CC=C1 (1-[2-[3-(3,4-dichloro-phenyl)-1-(benzoyl)-pyrrolidin-3-yl]-ethyl]-4-phenylpiperidine-4-carboxylic acid amide). As a reaction SMILES: CS(O[CH2:6][CH2:7][C:8]1([C:21]2[CH:26]=[CH:25][C:24]([Cl:27])=[C:23]([Cl:28])[CH:22]=2)[CH2:12][CH2:11][N:10]([C:13](=[O:20])[C:14]2[CH:19]=[CH:18][CH:17]=[CH:16][CH:15]=2)[CH2:9]1)(=O)=O.Cl.[C:30]1([C:36]2([C:42]([NH2:44])=[O:43])[CH2:41][CH2:40][NH:39][CH2:38][CH2:37]2)[CH:35]=[CH:34][CH:33]=[CH:32][CH:31]=1.C([O-])(O)=O.[Na+]>C1COCC1>[Cl:28][C:23]1[CH:22]=[C:21]([C:8]2([CH2:7][CH2:6][N:39]3[CH2:38][CH2:37][C:36]([C:30]4[CH:31]=[CH:32][CH:33]=[CH:34][CH:35]=4)([C:42]([NH2:44])=[O:43])[CH2:41][CH2:40]3)[CH2:12][CH2:11][N:10]([C:13](=[O:20])[C:14]3[CH:15]=[CH:16][CH:17]=[CH:18][CH:19]=3)[CH2:9]2)[CH:26]=[CH:25][C:24]=1[Cl:27] |f:1.2,3.4|. Procedure details: 2-[1-Benzoyl-3-(3,4-dichloro-phenyl)-pyrrolidin-3-yl]ethyl methanesulfonate (191 mg, 0.43 mmol) was treated with the 4-phenyl-piperidine-4-carboxylic acid amide hydrochloride (144 mg, 0.599 mmol) and NaHCO3 (90 mg, 1.07 mmol, 2.5 eq.) in THF/H20 (5 mL/1 mL) at reflux for 21 hours. The solution was concentrated in vacuo and the aqueous phase was extracted with dichloromethane. The organic phase was dried over magnesium sulfate, filtered, and concentrated in vacuo. The residue was chromatographed ... Reactants: CC1N(C(CNC1)C)C=1SC2=C(N1)C=CC(=C2)C(F)(F)F (2-(2,6-dimethyl piperazine-1-yl)-6-trifluoromethyl benzothiazole), COC(CC1=CC(=CC=C1)CBr)=O ((3-bromomethylphenyl)acetic acid methyl ester), C([O-])([O-])=O.[K+].[K+] (potassium carbonate), CN(C=O)C (dimethylformamide). The solvent is O (water). Reaction conditions: time 18 hour. Product: COC(CC1=CC(=CC=C1)CN1CC(N(C(C1)C)C=1SC2=C(N1)C=CC(=C2)C(F)(F)F)C)=O ([3-[3,5-dimethyl-4-(6-trifluoromethyl benzothiazole-2-yl)piperazine-1-ylmethyl]phenyl]acetic acid methyl ester). The yield is 69.3%. Reaction SMILES: [CH3:1][CH:2]1[CH2:7][NH:6][CH2:5][CH:4]([CH3:8])[N:3]1[C:9]1[S:10][C:11]2[CH:17]=[C:16]([C:18]([F:21])([F:20])[F:19])[CH:15]=[CH:14][C:12]=2[N:13]=1.[CH3:22][O:23][C:24](=[O:34])[CH2:25][C:26]1[CH:31]=[CH:30][CH:29]=[C:28]([CH2:32]Br)[CH:27]=1.C(=O)([O-])[O-].[K+].[K+].CN(C)C=O>O>[CH3:22][O:23][C:24](=[O:34])[CH2:25][C:26]1[CH:31]=[CH:30][CH:29]=[C:28]([CH2:32][N:6]2[CH2:5][CH:4]([CH3:8])[N:3]([C:9]3[S:10][C:11]4[CH:17]=[C:16]([C:18]([F:21])([F:20])[F:19])[CH:15]=[CH:14][C:12]=4[N:13]=3)[CH:2]([CH3:1])[CH2:7]2)[CH:27]=1 |f:2.3.4|. Procedure: A mixture of 2-(2,6-dimethyl piperazine-1-yl)-6-trifluoromethyl benzothiazole (163 mg), (3-bromomethylphenyl)acetic acid methyl ester (126 mg), potassium carbonate (75 mg) and dimethylformamide (4 mL) was stirred at room temperature for 18 hours. To the reaction solution was added water and extracted with ethyl acetate. The organic layer was washed with water and dried over sodium sulphate. The solvent was evaporated under reduced pressure and the residue was purified by column chromatograph on ... The reactants are OC1=C(C(=O)CCC(=O)O)C=CC=C1 (3-(o-Hydroxybenzoyl)propionic acid), resultant solution, BrCCC (1-bromopropane), [OH-].[K+] (potassium hydroxide). The solvent is C(CCC)O (n-butanol). The product is C(CC)OC1=C(C(=O)CCC(=O)O)C=CC=C1 (3-(o-Propoxybenzoyl)propionic acid). Reaction SMILES: [OH:1][C:2]1[CH:14]=[CH:13][CH:12]=[CH:11][C:3]=1[C:4]([CH2:6][CH2:7][C:8]([OH:10])=[O:9])=[O:5].[OH-].[K+].Br[CH2:18][CH2:19][CH3:20]>C(O)CCC>[CH2:18]([O:1][C:2]1[CH:14]=[CH:13][CH:12]=[CH:11][C:3]=1[C:4]([CH2:6][CH2:7][C:8]([OH:10])=[O:9])=[O:5])[CH2:19][CH3:20] |f:1.2|. Procedure: 3-(o-Hydroxybenzoyl)propionic acid (14.6 g.) was dissolved in n-butanol (300 ml.) containing 85% potassium hydroxide (10 g.) and the resultant solution was treated with 1-bromopropane (24.6 g.) and the mixture heated at reflux temperature for 4 hours. It was then cooled, filtered to remove potassium bromide and the filtrate washed with cold water. The butanol was evaporated at reduced pressure and the residual oil distilled at 0.3 mm when the fraction b.p. 160°-180° C was collected (16.4 g.). Th... As a reaction SMILES: [CH2:1]([C:3](CO)(C)[C:4]([OH:6])=[O:5])O.O=C=[N:12]C1CC(C)(C)CC(C)(CN=C=O)C1.[C:26]([O:30][CH2:31][CH2:32]O)(=[O:29])C=C>>[C:4]([OH:6])(=[O:5])[CH:3]=[CH2:1].[NH2:12][C:26]([O:30][CH2:31][CH3:32])=[O:29] |f:3.4|. Procedure: In the same manner as in Preparation Example 1 <PUA-1>, except that 2490 g (3 mol) of polycaprolactonediol (PLACCEL208, manufactured by DAICEL CHEMICAL INDUSTRIES, LTD.) having a molecular weight of 830 as the polymer polyol, 402 g (3 mol) of dimethylolpropionic acid as the dihydroxyl compound having a carboxyl group, 1554 g (7 mol) of isophorone diisocyanate as the polyisocyanate and 238 g (2.05 mol) of 2-hydroxyethyl acrylate as the (meth)acrylate having a hydroxyl group were respectively used... Yields the product C(C=C)(=O)O.NC(=O)OCC (urethane acrylate). Reactants: polyisocyanate, polyol, O=C=NC1CC(CN=C=O)(CC(C1)(C)C)C (isophorone diisocyanate), (meth)acrylate, C(O)C(C(=O)O)(C)CO (dimethylolpropionic acid), dihydroxyl, C(C=C)(=O)OCCO (2-hydroxyethyl acrylate). Reactants: FC1=C(C[C@H]2N(CC[C@H](C2)C2=CC(NO2)=O)C(=O)OC)C=CC(=C1)F ((2S,4R)-Methyl 2-(2,4-difluorobenzyl)-4-(3-oxo-2,3-dihydroisoxazol-5-yl)piperidine-1-carboxylate), Br (hydrogen bromide). Reaction conditions: time 16 hour. Yields the product FC1=C(C[C@H]2NCC[C@H](C2)C2=CC(NO2)=O)C=CC(=C1)F (5-((2S,4R)-2-(2,4-difluorobenzyl)piperidin-4-yl)isoxazol-3(2H)-one). Isolated yield 47.0%. Reaction SMILES: [F:1][C:2]1[CH:24]=[C:23]([F:25])[CH:22]=[CH:21][C:3]=1[CH2:4][C@@H:5]1[CH2:10][C@H:9]([C:11]2[O:15][NH:14][C:13](=[O:16])[CH:12]=2)[CH2:8][CH2:7][N:6]1C(OC)=O.Br>>[F:1][C:2]1[CH:24]=[C:23]([F:25])[CH:22]=[CH:21][C:3]=1[CH2:4][C@@H:5]1[CH2:10][C@H:9]([C:11]2[O:15][NH:14][C:13](=[O:16])[CH:12]=2)[CH2:8][CH2:7][NH:6]1. Procedure: (2S,4R)-Methyl 2-(2,4-difluorobenzyl)-4-(3-oxo-2,3-dihydroisoxazol-5-yl)piperidine-1-carboxylate 367 mg, 1.04 mmol) (from example 134, step 3) was dissolved in hydrogen bromide (33% in acetic acid, 8.2 mL, 46.87 mmol) and stirred at room temperature for 16 h. The solvent was removed in vacuo and the residue purified by preparative HPLC (Instrument: FractionLynx III, Mobilphase: gradient 5-95% MeCN in 0.2% NH3, pH 10, Column: Xbridge Prep C18 5 μm OBD 19*150 mm) to yield 5-((2S,4R)-2-(2,4-difluor...